Dataset: the Open Reaction Database (ORD), a public repository of structured organic reaction records. Task: describe an organic reaction: reactants, conditions, products, and yield Starting materials: Cl (hydrochloride), Cl.NC1=C(C=C(C=C1C(F)(F)F)C(CNC(C)(C)C)=O)Br (4'-amino-3'-bromo-2-tert. butylamino-5'-trifluoromethyl-acetophenone hydrochloride), [BH4-].[Na+] (sodium borohydride). The product is NC1=C(C=C(C=C1C(F)(F)F)C(CNC(C)(C)C)O)Br (1-(4'-Amino-3'-bromo-5'-trifluoromethyl-phenyl)-2-tert.butylamino-ethanol). As a reaction SMILES: Cl.Cl.[NH2:3][C:4]1[C:9]([C:10]([F:13])([F:12])[F:11])=[CH:8][C:7]([C:14](=[O:21])[CH2:15][NH:16][C:17]([CH3:20])([CH3:19])[CH3:18])=[CH:6][C:5]=1[Br:22].[BH4-].[Na+]>>[NH2:3][C:4]1[C:9]([C:10]([F:11])([F:12])[F:13])=[CH:8][C:7]([CH:14]([OH:21])[CH2:15][NH:16][C:17]([CH3:18])([CH3:19])[CH3:20])=[CH:6][C:5]=1[Br:22] |f:1.2,3.4|. Reported procedure: m.p. 85°-87° C., m.p. of the hydrochloride: 205°-206° C. (decomp.), was prepared from 4'-amino-3'-bromo-2-tert. butylamino-5'-trifluoromethyl-acetophenone hydrochloride and sodium borohydride analogous to Example 1. Reactants: COC(=O)c1cc(Nc2ccc(OCc3ccccc3)cc2)c(Nc2ccc(OCc3ccccc3)cc2)cc1C(=O)OC, N, OCCO. Product: O=C1NC(=O)c2cc(Nc3ccc(OCc4ccccc4)cc3)c(Nc3ccc(OCc4ccccc4)cc3)cc21. As a reaction SMILES: [CH3:1][O:2][C:3]([c:4]1[c:5]([C:6](=[O:7])[O:8][CH3:9])[cH:10][c:11]([NH:29][c:30]2[cH:31][cH:32][c:33]([O:36][CH2:37][c:38]3[cH:39][cH:40][cH:41][cH:42][cH:43]3)[cH:34][cH:35]2)[c:12]([NH:14][c:15]2[cH:16][cH:17][c:18]([O:21][CH2:22][c:23]3[cH:24][cH:25][cH:26][cH:27][cH:28]3)[cH:19][cH:20]2)[cH:13]1)=[O:44].[NH3:45].[OH:46][CH2:47][CH2:48][OH:49]>>[C:3]1(=[O:44])[c:4]2[c:5]([cH:10][c:11]([NH:29][c:30]3[cH:31][cH:32][c:33]([O:36][CH2:37][c:38]4[cH:39][cH:40][cH:41][cH:42][cH:43]4)[cH:34][cH:35]3)[c:12]([NH:14][c:15]3[cH:16][cH:17][c:18]([O:21][CH2:22][c:23]4[cH:24][cH:25][cH:26][cH:27][cH:28]4)[cH:19][cH:20]3)[cH:13]2)[C:6](=[O:7])[NH:45]1. The reactants are ClC1=C(C=C(C=C1)Cl)[N+](=O)[O-] (2,5-dichloronitrobenzene), NCCCN1CCN(CC1)C (1-(3-aminopropyl)-4-methylpiperazine), Cl (HCl). The solvent is C(Cl)(Cl)Cl (chloroform). Conditions: temperature 130 celsius. Product: CN1CCN(CC1)CCCNC1=C(C=C(C=C1)Cl)[N+](=O)[O-] (2-[3-(4-methyl-1-piperazinyl)propylamino]-5-chloronitrobenzene). Isolated yield 85.0%. RXN SMILES: Cl[C:2]1[CH:7]=[CH:6][C:5]([Cl:8])=[CH:4][C:3]=1[N+:9]([O-:11])=[O:10].[NH2:12][CH2:13][CH2:14][CH2:15][N:16]1[CH2:21][CH2:20][N:19]([CH3:22])[CH2:18][CH2:17]1.Cl>C(Cl)(Cl)Cl>[CH3:22][N:19]1[CH2:20][CH2:21][N:16]([CH2:15][CH2:14][CH2:13][NH:12][C:2]2[CH:7]=[CH:6][C:5]([Cl:8])=[CH:4][C:3]=2[N+:9]([O-:11])=[O:10])[CH2:17][CH2:18]1. Procedure: A mixture of 2,5-dichloronitrobenzene (95.5 g., 0.497 mole) and 1-(3-aminopropyl)-4-methylpiperazine (82.2 g., 0.522 mole) was heated in a nitrogen atmosphere at 130° C. for five hours and cooled to room temperature. The mixture was poured into a separatory funnel containing 1500 ml. of 3N HCl and 500 ml. chloroform. After shaking and separation of layers, the chloroform was withdrawn and the aqueous layer extracted with fresh CHCl3. The aqueous layer was made alkaline with 20% NaOH and the resu... The reactants are [N+](=O)([O-])C1=CC=C(C=CC=O)C=C1 (4-nitrocinnamaldehyde), NC(=C(C#N)C#N)CC#N (2-amino-1-propene-1,1,3-tricarbonitrile). The product is NC(=C(C#N)C#N)/C(/C#N)=C\C=C\C1=CC=C(C=C1)[N+](=O)[O-] ((E,E)-2-(1-Amino-2,2-dicyanoethenyl)-3-(4-nitrostyryl)acrylonitrile). Reaction SMILES: [N+:1]([C:4]1[CH:13]=[CH:12][C:7]([CH:8]=[CH:9][CH:10]=O)=[CH:6][CH:5]=1)([O-:3])=[O:2].[NH2:14][C:15]([CH2:21][C:22]#[N:23])=[C:16]([C:19]#[N:20])[C:17]#[N:18]>>[NH2:14][C:15](/[C:21](=[CH:10]\[CH:9]=[CH:8]\[C:7]1[CH:12]=[CH:13][C:4]([N+:1]([O-:3])=[O:2])=[CH:5][CH:6]=1)/[C:22]#[N:23])=[C:16]([C:19]#[N:20])[C:17]#[N:18]. Procedure details: The compound was prepared as described in Example 3 by adding 4-nitrocinnamaldehyde (0.051 g, 0.29 mmol) to 2-amino-1-propene-1,1,3-tricarbonitrile (0.038 g, 0.29 mmol). After refluxing for 4 h and recrystallization from ethanol a yellow solid was obtained (0.08 g, 51%). The product gave the following analytical data: The reactants are BrC=1N=C2C(=NC1)NC(CN2CCC2CCOCC2)=O (6-Bromo-4-(2-(tetrahydro-2H-pyran-4-yl)ethyl)-3,4-dihydropyrazino[2,3-b]pyrazin-2(1H)-one), CC1(OB(OC1(C)C)C1=CC=C(C=C1)C(C)(C)O)C (2-(4-(4,4,5,5-tetramethyl-1,3,2-dioxaborolan-2-yl)phenyl)propan-2-ol), C([O-])([O-])=O.[Na+].[Na+] (Sodium carbonate). The reagents and catalysts are C1=CC=C(C=C1)P([C-]2C=CC=C2)C3=CC=CC=C3.C1=CC=C(C=C1)P([C-]2C=CC=C2)C3=CC=CC=C3.Cl[Pd]Cl.[Fe+2] (dichloro[1,1′-bis(diphenylphosphino)ferrocene]palladium). Run in CN(C=O)C (dimethylformamide), O (water). Conditions: temperature 120 celsius. Yields the product OC(C)(C)C1=CC=C(C=C1)C=1N=C2C(=NC1)NC(CN2CCC2CCOCC2)=O (6-(4-(2-Hydroxypropan-2-yl)phenyl)-4-(2-(tetrahydro-2H-pyran-4-yl)ethyl)-3,4-dihydropyrazino[2,3-b]pyrazin-2(1H)-one). Isolated yield 25.9%. As a reaction SMILES: Br[C:2]1[N:3]=[C:4]2[N:11]([CH2:12][CH2:13][CH:14]3[CH2:19][CH2:18][O:17][CH2:16][CH2:15]3)[CH2:10][C:9](=[O:20])[NH:8][C:5]2=[N:6][CH:7]=1.CC1(C)C(C)(C)OB([C:29]2[CH:34]=[CH:33][C:32]([C:35]([OH:38])([CH3:37])[CH3:36])=[CH:31][CH:30]=2)O1.C(=O)([O-])[O-].[Na+].[Na+]>CN(C)C=O.O.C1C=CC(P(C2C=CC=CC=2)[C-]2C=CC=C2)=CC=1.C1C=CC(P(C2C=CC=CC=2)[C-]2C=CC=C2)=CC=1.Cl[Pd]Cl.[Fe+2]>[OH:38][C:35]([C:32]1[CH:33]=[CH:34][C:29]([C:2]2[N:3]=[C:4]3[N:11]([CH2:12][CH2:13][CH:14]4[CH2:19][CH2:18][O:17][CH2:16][CH2:15]4)[CH2:10][C:9](=[O:20])[NH:8][C:5]3=[N:6][CH:7]=2)=[CH:30][CH:31]=1)([CH3:37])[CH3:36] |f:2.3.4,7.8.9.10|. Procedure details: 6-Bromo-4-(2-(tetrahydro-2H-pyran-4-yl)ethyl)-3,4-dihydropyrazino[2,3-b]pyrazin-2(1H)-one (0.250 g, 0.733 mmol), 2-(4-(4,4,5,5-tetramethyl-1,3,2-dioxaborolan-2-yl)phenyl)propan-2-ol (0.192 g, 0.733 mmol) and dichloro[1,1′-bis(diphenylphosphino)ferrocene]palladium (II) dichloromethane (0.030 g, 0.037 mmol) were combined in dimethylformamide (1.0 mL). Sodium carbonate (0.311 g, 2.93 mmol) in water (0.2 mL) was added and the reaction solution was then heated in a Biotage Emrys Optimizer microwave r... The reactants are P(=O)(O)(O)OP(=O)(O)O (diphosphoric acid), CC(=O)C1=CC2=C(C=C1N)OCO2 (2-amino-4,5-methylenedioxy acetophenone), O1C2=C(C(=C1)C(=O)Cl)C=CC=C2 (benzo[b]furan-3-carbonyl chloride). Product: C(C)(=O)C=1C(=CC2=C(OCO2)C1)NC(=O)C1=COC2=C1C=CC=C2 (N-(6-Acetyl-1,3-benzodioxol-5-yl)-1-benzofuran-3-carboxamide). As a reaction SMILES: P(OP(O)(O)=O)(O)(O)=O.[CH3:10][C:11]([C:13]1[C:18]([NH2:19])=[CH:17][C:16]2[O:20][CH2:21][O:22][C:15]=2[CH:14]=1)=[O:12].[O:23]1[CH:27]=[C:26]([C:28](Cl)=[O:29])[C:25]2[CH:31]=[CH:32][CH:33]=[CH:34][C:24]1=2>>[C:11]([C:13]1[C:18]([NH:19][C:28]([C:26]2[C:25]3[CH:31]=[CH:32][CH:33]=[CH:34][C:24]=3[O:23][CH:27]=2)=[O:29])=[CH:17][C:16]2[O:20][CH2:21][O:22][C:15]=2[CH:14]=1)(=[O:12])[CH3:10]. Reported procedure: The synthetic procedure of target compounds 158 is illustrated in Scheme 12. The starting 2-amino-4,5-methylenedioxy acetophenone (148) was first reacted with benzo[b]furan-3-carbonyl chloride (154) to give N-(6-Acetyl-1,3-benzodioxol-5-yl)-1-benzofuran-3-carboxamide (155). Then, the intermediates (155) was subjected to cyclization in dioxane, in the presence of NaOH, to afford 2-(3-Benzo[b]furyl)-6,7-methylenedioxyquinolin-4-one (156). Compound 156 was first reacted with tetrabenzylpyrophosphat... Starting materials: O=C1c2ccccc2C(=O)N1CCCBr, O=C([O-])[O-], CC(C)=O, [K+], [K+], O, CCOC(=O)c1ccc(-c2ccc(O)c(-c3ccc4c(c3)C(C)(C)CCC4(C)C)c2)cc1. Product: CCOC(=O)c1ccc(-c2ccc(OCCCN3C(=O)c4ccccc4C3=O)c(-c3ccc4c(c3)C(C)(C)CCC4(C)C)c2)cc1. As a reaction SMILES: [Br:1][CH2:2][CH2:3][CH2:4][N:5]1[C:6](=[O:15])[c:7]2[c:8]([cH:11][cH:12][cH:13][cH:14]2)[C:9]1=[O:10].[C:16](=[O:17])([O-:18])[O-:19].[CH3:55][C:56](=[O:57])[CH3:58].[K+:20].[K+:21].[OH2:54].[OH:22][c:23]1[c:24](-[c:40]2[cH:41][c:42]3[c:47]([cH:48][cH:49]2)[C:46]([CH3:50])([CH3:51])[CH2:45][CH2:44][C:43]3([CH3:52])[CH3:53])[cH:25][c:26](-[c:29]2[cH:30][cH:31][c:32]([C:35](=[O:36])[O:37][CH2:38][CH3:39])[cH:33][cH:34]2)[cH:27][cH:28]1>>[CH2:2]([CH2:3][CH2:4][N:5]1[C:6](=[O:15])[c:7]2[c:8]([cH:11][cH:12][cH:13][cH:14]2)[C:9]1=[O:10])[O:22][c:23]1[c:24](-[c:40]2[cH:41][c:42]3[c:47]([cH:48][cH:49]2)[C:46]([CH3:50])([CH3:51])[CH2:45][CH2:44][C:43]3([CH3:52])[CH3:53])[cH:25][c:26](-[c:29]2[cH:30][cH:31][c:32]([C:35](=[O:36])[O:37][CH2:38][CH3:39])[cH:33][cH:34]2)[cH:27][cH:28]1. Starting materials: CN(C)C=O, O=Cc1ccc(F)c(F)c1, OCc1ccc(F)cn1, [H-], [Na+], O. Yields the product O=Cc1ccc(OCc2ccc(F)cn2)c(F)c1. RXN SMILES: [CH3:1][N:2]([CH3:3])[CH:4]=[O:5].[F:17][c:18]1[cH:19][c:20]([CH:21]=[O:22])[cH:23][cH:24][c:25]1[F:26].[F:6][c:7]1[cH:8][cH:9][c:10]([CH2:13][OH:14])[n:11][cH:12]1.[H-:15].[Na+:16].[OH2:27]>>[F:6][c:7]1[cH:8][cH:9][c:10]([CH2:13][O:14][c:25]2[c:18]([F:17])[cH:19][c:20]([CH:21]=[O:22])[cH:23][cH:24]2)[n:11][cH:12]1.